Task: describe an organic reaction: reactants, conditions, products, and yield. Dataset: the Open Reaction Database (ORD), a public repository of structured organic reaction records The reactants are [Al+3], CCOC(=O)C(C)(C)CC1CCN(Cc2ccccc2)CC1, [H-], [H-], [H-], [H-], [Li+], C1CCOC1, O. Yields the product CC(C)(CO)CC1CCN(Cc2ccccc2)CC1. RXN SMILES: [Al+3:2].[CH2:7]([c:8]1[cH:9][cH:10][cH:11][cH:12][cH:13]1)[N:14]1[CH2:15][CH2:16][CH:17]([CH2:20][C:21]([C:22](=[O:23])[O:24][CH2:25][CH3:26])([CH3:27])[CH3:28])[CH2:18][CH2:19]1.[H-:1].[H-:4].[H-:5].[H-:6].[Li+:3].[O:30]1[CH2:31][CH2:32][CH2:33][CH2:34]1.[OH2:29]>>[CH2:7]([c:8]1[cH:9][cH:10][cH:11][cH:12][cH:13]1)[N:14]1[CH2:15][CH2:16][CH:17]([CH2:20][C:21]([CH2:22][OH:23])([CH3:27])[CH3:28])[CH2:18][CH2:19]1. Starting materials: 2,4-dimethoxypyrimidin-5-yl-5-boronic acid, IC1=NN(C2=NC=NC(=C21)N)C(C)C (3-iodo-1-isopropyl-1H-pyrazolo[3,4-d]pyrimidin-4-amine), COCCOC (DME), C(=O)([O-])[O-].[Na+].[Na+] (Na2CO3). Reagents/catalysts: C=1C=CC(=CC1)[P](C=2C=CC=CC2)(C=3C=CC=CC3)[Pd]([P](C=4C=CC=CC4)(C=5C=CC=CC5)C=6C=CC=CC6)([P](C=7C=CC=CC7)(C=8C=CC=CC8)C=9C=CC=CC9)[P](C=1C=CC=CC1)(C=1C=CC=CC1)C=1C=CC=CC1 (Pd(PPh3)4). Solvent: CCO (EtOH). Reaction conditions: temperature 80 celsius. Yields the product C(C)(C)N1N=C(C=2C1=NC=NC2N)C=2C(=NC(=NC2)OC)OC (1-isopropyl-3-(2,4-dimethoxypyrimidin-5-yl)-1H-pyrazolo[3,4-d]pyrimidin-4-amine). RXN SMILES: I[C:2]1[C:10]2[C:5](=[N:6][CH:7]=[N:8][C:9]=2[NH2:11])[N:4]([CH:12]([CH3:14])[CH3:13])[N:3]=1.[C:15]([O-:18])([O-])=O.[Na+].[Na+].CO[CH2:23][CH2:24][O:25][CH3:26]>CCO.C1C=CC([P]([Pd]([P](C2C=CC=CC=2)(C2C=CC=CC=2)C2C=CC=CC=2)([P](C2C=CC=CC=2)(C2C=CC=CC=2)C2C=CC=CC=2)[P](C2C=CC=CC=2)(C2C=CC=CC=2)C2C=CC=CC=2)(C2C=CC=CC=2)C2C=CC=CC=2)=CC=1>[CH:12]([N:4]1[C:5]2=[N:6][CH:7]=[N:8][C:9]([NH2:11])=[C:10]2[C:2]([C:23]2[C:24]([O:25][CH3:26])=[N:6][C:5]([O:18][CH3:15])=[N:4][CH:12]=2)=[N:3]1)([CH3:14])[CH3:13] |f:1.2.3,^1:33,35,54,73|. Reported procedure: A solution 2,4-dimethoxypyrimidin-5-yl-5-boronic acid (106 mg, 0.58 mmol) in EtOH (3.3 ml) was added to a solution of 3-iodo-1-isopropyl-1H-pyrazolo[3,4-d]pyrimidin-4-amine (70 mg, 0.23 mmol) in DME (12 ml). Pd(PPh3)4 (30 mg, 0.03 mmol) and saturated Na2CO3 (1.9 ml) were added and the reaction was heated to 80° C. under an argon atmosphere overnight. After cooling, the reaction was extracted with saturated NaCl and CH2Cl2. Organic phases were combined, concentrated in vacuo and purified by silic...